From a dataset of the Open Reaction Database (ORD), a public repository of structured organic reaction records. describe an organic reaction: reactants, conditions, products, and yield Starting materials: CO, Cl, COC(=O)c1ncc2c(ccn2Cc2ccc(F)cc2)c1O, NO, [Na+], [OH-]. Product: O=C(NO)c1ncc2c(ccn2Cc2ccc(F)cc2)c1O. As a reaction SMILES: [CH3:28][OH:29].[ClH:27].[F:1][c:2]1[cH:3][cH:4][c:5]([CH2:6][n:7]2[cH:8][cH:9][c:10]3[c:11]2[cH:12][n:13][c:14]([C:17](=[O:18])[O:19][CH3:20])[c:15]3[OH:16])[cH:21][cH:22]1.[NH2:23][OH:24].[Na+:26].[OH-:25]>>[F:1][c:2]1[cH:3][cH:4][c:5]([CH2:6][n:7]2[cH:8][cH:9][c:10]3[c:11]2[cH:12][n:13][c:14]([C:17](=[O:18])[NH:23][OH:24])[c:15]3[OH:16])[cH:21][cH:22]1. The reactants are BrC1=CC(=C(C(=O)OC)C=C1C)O (methyl 4-bromo-2-hydroxy-5-methylbenzoate), C(C)(=O)OC(C)=O (acetic anhydride). Solvent: N1=CC=CC=C1 (pyridine). Run at time 1 hour. Product: C(C)(=O)OC1=C(C(=O)OC)C=C(C(=C1)Br)C (Methyl 2-(acetyloxy)-4-bromo-5-methylbenzoate). As a reaction SMILES: [Br:1][C:2]1[C:11]([CH3:12])=[CH:10][C:5]([C:6]([O:8][CH3:9])=[O:7])=[C:4]([OH:13])[CH:3]=1.[C:14](OC(=O)C)(=[O:16])[CH3:15]>N1C=CC=CC=1>[C:14]([O:13][C:4]1[CH:3]=[C:2]([Br:1])[C:11]([CH3:12])=[CH:10][C:5]=1[C:6]([O:8][CH3:9])=[O:7])(=[O:16])[CH3:15]. Reported procedure: To a solution of methyl 4-bromo-2-hydroxy-5-methylbenzoate (may be prepared as described in Description 14; 1.2 g, 4.90 mmol) in pyridine (10 ml) was added acetic anhydride (2.08 ml, 22.03 mmol). The solution was stirred for one hour, then the solvent was removed in vacuo and purified by column chromatography (SiO2, 6:1 cyclohexane/ethyl acetate) to yield the title compound as a white solid. 1.28 g. Reactants: FC=1C(=C(C=CC1)C1=CC=CC(=N1)N1N=CC(=C1C(F)(F)F)C(=O)OCC)OCC1=CC=C(C=C1)C1CCNCC1 (Ethyl 1-[6-(3-fluoro-2-{[4-(piperidin-4-yl)benzyl]oxy}phenyl)pyridin-2-yl]-5-(trifluoromethyl)-1H-pyrazole-4-carboxylate), C(C)(C)N(CC)C(C)C (diisopropyl ethyl amine), C1(CC1)C(=O)Cl (cyclopropanecarbonyl chloride). Run in C(Cl)Cl (DCM), C(=O)(O)[O-].[Na+] (NaHCO3). Reaction conditions: time 1 hour. Product: C1(CC1)C(=O)N1CCC(CC1)C1=CC=C(COC2=C(C=CC=C2F)C2=CC=CC(=N2)N2N=CC(=C2C(F)(F)F)C(=O)OCC)C=C1 (Ethyl 1-{6-[2-({4-[1-(cyclopropylcarbonyl)piperidin-4-yl]benzyl}oxy)-3-fluorophenyl]pyridin-2-yl}-5-(trifluoromethyl)-1H-pyrazole-4-carboxylate). Reaction SMILES: [F:1][C:2]1[C:3]([O:28][CH2:29][C:30]2[CH:35]=[CH:34][C:33]([CH:36]3[CH2:41][CH2:40][NH:39][CH2:38][CH2:37]3)=[CH:32][CH:31]=2)=[C:4]([C:8]2[N:13]=[C:12]([N:14]3[C:18]([C:19]([F:22])([F:21])[F:20])=[C:17]([C:23]([O:25][CH2:26][CH3:27])=[O:24])[CH:16]=[N:15]3)[CH:11]=[CH:10][CH:9]=2)[CH:5]=[CH:6][CH:7]=1.C(N(C(C)C)CC)(C)C.[CH:51]1([C:54](Cl)=[O:55])[CH2:53][CH2:52]1>C(Cl)Cl.C([O-])(O)=O.[Na+]>[CH:51]1([C:54]([N:39]2[CH2:40][CH2:41][CH:36]([C:33]3[CH:32]=[CH:31][C:30]([CH2:29][O:28][C:3]4[C:2]([F:1])=[CH:7][CH:6]=[CH:5][C:4]=4[C:8]4[N:13]=[C:12]([N:14]5[C:18]([C:19]([F:21])([F:22])[F:20])=[C:17]([C:23]([O:25][CH2:26][CH3:27])=[O:24])[CH:16]=[N:15]5)[CH:11]=[CH:10][CH:9]=4)=[CH:35][CH:34]=3)[CH2:37][CH2:38]2)=[O:55])[CH2:53][CH2:52]1 |f:4.5|. Procedure: To a solution of the title compound from Example 5 Step C (40 mg, 0.07 mmol) in DCM (1 mL) were added diisopropyl ethyl amine (0.12 mL, 0.70 mmol) and cyclopropanecarbonyl chloride (0.02 mL, 0.21 mmol). The reaction mixture was stirred for 1 h at ambient temperature, then was diluted with sat. aq. NaHCO3 and extracted with DCM. The organic phase was separated, dried over sodium sulfate, filtered, and concentrated in vacuo. The product was used in the subsequent step without further purification:... Starting materials: C[Si](C)(C)C#CC1=C(N=CN1[C@H]1[C@H](OC(C)=O)[C@H](OC(C)=O)[C@H](O1)COC(C)=O)C#N (5-trimethylsilylethynyl-1-(2,3,5-tri-O-acetyl-β-D-ribofuranosyl) imidazole-4-carbonitrile), [OH-].[Na+] (sodium hydroxide). RXN SMILES: C[Si]([C:5]#[C:6][C:7]1[N:11]([C@@H]2O[C@H](COC(=O)C)[C@@H](OC(=O)C)[C@H]2OC(=O)C)[CH:10]=[N:9][C:8]=1[C:30]#[N:31])(C)C.[OH-].[Na+]>Cl.CO>[C:6]([C:7]1[NH:11][CH:10]=[N:9][C:8]=1[C:30]#[N:31])#[CH:5] |f:1.2,3.4|. The solvent is Cl.CO (hydrochloric acid methanol). The yield is 95.7%. Run at temperature 100 celsius. The product is pale yellow crystals, C(#C)C1=C(N=CN1)C#N (5-ethynylimidazole-4-carbonitrile). Procedure: A solution of 447 mg (1 mmol) of 5-trimethylsilylethynyl-1-(2,3,5-tri-O-acetyl-β-D-ribofuranosyl) imidazole-4-carbonitrile in a 1N hydrochloric acid-methanol (10 ml: 5 ml) solvent mixture was heated under reflux at 100° C. for 4 hours. After the reaction, the reaction solution was neutralized with 1N sodium hydroxide solution, silica gel powder was added, and the solvent was evaporated. The residue was adsorbed onto a silica gel column (2.7×13 cm), eluted with a 0-8% ethanol-chloroform solvent m...